From a dataset of the Open Reaction Database (ORD), a public repository of structured organic reaction records. describe an organic reaction: reactants, conditions, products, and yield The reactants are CC(C)(C)OC(=O)Nc1nc(-c2ccco2)c(C(=O)c2ccccc2)s1, O=C(O)C(F)(F)F. Yields the product Nc1nc(-c2ccco2)c(C(=O)c2ccccc2)s1. RXN SMILES: [C:1]([c:2]1[cH:3][cH:4][cH:5][cH:6][cH:7]1)(=[O:8])[c:9]1[c:10](-[c:22]2[o:23][cH:24][cH:25][cH:26]2)[n:11][c:12]([NH:14][C:15](=[O:16])[O:17][C:18]([CH3:19])([CH3:20])[CH3:21])[s:13]1.[OH:27][C:28]([C:29]([F:30])([F:31])[F:32])=[O:33]>>[C:1]([c:2]1[cH:3][cH:4][cH:5][cH:6][cH:7]1)(=[O:8])[c:9]1[c:10](-[c:22]2[o:23][cH:24][cH:25][cH:26]2)[n:11][c:12]([NH2:14])[s:13]1. Starting materials: [BH4-], CO, COc1cc(Cc2cnc(N)nc2N)cc(-c2ccc(C=O)cc2)c1OC, [Na+]. Yields the product COc1cc(Cc2cnc(N)nc2N)cc(-c2ccc(CO)cc2)c1OC. Reaction SMILES: [BH4-:28].[CH3:30][OH:31].[NH2:1][c:2]1[n:3][cH:4][c:5]([CH2:9][c:10]2[cH:11][c:12]([O:26][CH3:27])[c:13]([O:24][CH3:25])[c:14](-[c:16]3[cH:17][cH:18][c:19]([CH:22]=[O:23])[cH:20][cH:21]3)[cH:15]2)[c:6]([NH2:8])[n:7]1.[Na+:29]>>[NH2:1][c:2]1[n:3][cH:4][c:5]([CH2:9][c:10]2[cH:11][c:12]([O:26][CH3:27])[c:13]([O:24][CH3:25])[c:14](-[c:16]3[cH:17][cH:18][c:19]([CH2:22][OH:23])[cH:20][cH:21]3)[cH:15]2)[c:6]([NH2:8])[n:7]1. Reactants: CN(C)C=O, [Cl-], Cl, COc1c(F)cc(C(=O)N2CS(=O)(=O)c3ccccc32)cc1F, [Li+]. The product is O=C(c1cc(F)c(O)c(F)c1)N1CS(=O)(=O)c2ccccc21. As a reaction SMILES: [CH3:27][N:28]([CH3:29])[CH:30]=[O:31].[Cl-:25].[ClH:26].[F:1][c:2]1[cH:3][c:4]([C:5](=[O:6])[N:7]2[CH2:8][S:9](=[O:16])(=[O:17])[c:10]3[c:11]2[cH:12][cH:13][cH:14][cH:15]3)[cH:18][c:19]([F:23])[c:20]1[O:21][CH3:22].[Li+:24]>>[F:1][c:2]1[cH:3][c:4]([C:5](=[O:6])[N:7]2[CH2:8][S:9](=[O:16])(=[O:17])[c:10]3[c:11]2[cH:12][cH:13][cH:14][cH:15]3)[cH:18][c:19]([F:23])[c:20]1[OH:21]. Reactants: C(C)OP(=O)(OCC)C/C(=C/C(=O)OCC)/C (ethyl 4(diethoxyphosphoryl)-3-methyl-but-2E-enoate), BrC1=C(C(=CC=2C(=CCC(C12)(C)C)C(C)C)/C(=C(\C=O)/F)/C)OC ((2E)-3-(4-bromo-8-isopropyl-3-methoxy-5,5-dimethyl-5,6-dihydro-naphthalen-2-yl)-2-fluoro-but-2-enal). Product: BrC1=C(C(=CC=2C(=CCC(C12)(C)C)C(C)C)/C(=C(\C=C\C(=C\C(=O)OCC)\C)/F)/C)OC (Ethyl (2E,4E,6E)-7-(4-bromo-8-isopropyl-3-methoxy-5,5-dimethyl-5,6-dihydro-naphthalen-2-yl)-6-fluoro-3-methyl-octa-2,4,6-trienoate). RXN SMILES: C(OP([CH2:9]/[C:10](/[CH3:17])=[CH:11]/[C:12]([O:14][CH2:15][CH3:16])=[O:13])(OCC)=O)C.[Br:18][C:19]1[C:28]2[C:27]([CH3:30])([CH3:29])[CH2:26][CH:25]=[C:24]([CH:31]([CH3:33])[CH3:32])[C:23]=2[CH:22]=[C:21](/[C:34](/[CH3:39])=[C:35](/[F:38])\[CH:36]=O)[C:20]=1[O:40][CH3:41]>>[Br:18][C:19]1[C:28]2[C:27]([CH3:30])([CH3:29])[CH2:26][CH:25]=[C:24]([CH:31]([CH3:33])[CH3:32])[C:23]=2[CH:22]=[C:21](/[C:34](/[CH3:39])=[C:35](/[F:38])\[CH:36]=[CH:9]\[C:10](\[CH3:17])=[CH:11]\[C:12]([O:14][CH2:15][CH3:16])=[O:13])[C:20]=1[O:40][CH3:41]. Procedure details: Following General Procedure I-1, ethyl 4(diethoxyphosphoryl)-3-methyl-but-2E-enoate (233 mg, 0.87 mmol) and (2E)-3-(4-bromo-8-isopropyl-3-methoxy-5,5-dimethyl-5,6-dihydro-naphthalen-2-yl)-2-fluoro-but-2-enal (Compound A-146, 116 mg, 0.29 mmol) were reacted to give the title compound as a colorless oil after purification by flash column chromatography (silica gel, 2% ethyl acetate in hexane) and HPLC (normal phase, 1% ethyl acetate in hexanes). The reactants are C1CCOC1, CCOCCCCCS, CCCCCC, [H-], CCOC(=O)CCCCCCCI, [Na+]. Product: CCOCCSCCCCCCCC(=O)OCC. Reaction SMILES: [CH2:25]1[CH2:26][CH2:27][CH2:28][O:29]1.[CH2:3]([O:4][CH2:5][CH2:6][CH2:7][CH2:8][CH2:9][SH:11])[CH3:10].[CH3:30][CH2:31][CH2:32][CH2:33][CH2:34][CH3:35].[H-:2].[I:12][CH2:13][CH2:14][CH2:15][CH2:16][CH2:17][CH2:18][CH2:19][C:20](=[O:21])[O:22][CH2:23][CH3:24].[Na+:1]>>[S:11]([CH2:13][CH2:14][CH2:15][CH2:16][CH2:17][CH2:18][CH2:19][C:20](=[O:21])[O:22][CH2:23][CH3:24])[CH2:26][CH2:25][O:29][CH2:28][CH3:27]. Starting materials: CO, NCCNC(=O)C1CCCCC1, Nc1ccc(C(=O)c2ccccc2)cc1C=O, c1ccsc1. The product is Nc1ccc(C(=O)c2ccccc2)cc1CNCCNC(=O)C1CCCCC1. RXN SMILES: [CH3:35][OH:36].[NH2:18][CH2:19][CH2:20][NH:21][C:22](=[O:23])[CH:24]1[CH2:25][CH2:26][CH2:27][CH2:28][CH2:29]1.[NH2:1][c:2]1[c:3]([CH:4]=[O:5])[cH:6][c:7]([C:10]([c:11]2[cH:12][cH:13][cH:14][cH:15][cH:16]2)=[O:17])[cH:8][cH:9]1.[cH:30]1[cH:31][s:32][cH:33][cH:34]1>>[NH2:1][c:2]1[c:3]([CH2:4][NH:18][CH2:19][CH2:20][NH:21][C:22](=[O:23])[CH:24]2[CH2:25][CH2:26][CH2:27][CH2:28][CH2:29]2)[cH:6][c:7]([C:10]([c:11]2[cH:12][cH:13][cH:14][cH:15][cH:16]2)=[O:17])[cH:8][cH:9]1. Reactants: ClCCCBr, CN(C)C=O, [Cl-], [H-], [NH4+], [Na+], c1ccc2c(c1)Nc1ccccc1S2. Product: ClCCCN1c2ccccc2Sc2ccccc21. As a reaction SMILES: [Br:17][CH2:18][CH2:19][CH2:20][Cl:21].[CH3:24][N:25]([CH3:26])[CH:27]=[O:28].[Cl-:22].[H-:15].[NH4+:23].[Na+:16].[cH:1]1[cH:2][cH:3][cH:4][c:5]2[c:14]1[NH:13][c:12]1[c:7]([cH:8][cH:9][cH:10][cH:11]1)[S:6]2>>[cH:1]1[cH:2][cH:3][cH:4][c:5]2[c:14]1[N:13]([CH2:18][CH2:19][CH2:20][Cl:21])[c:12]1[c:7]([cH:8][cH:9][cH:10][cH:11]1)[S:6]2.